From a dataset of the Open Reaction Database (ORD), a public repository of structured organic reaction records. describe an organic reaction: reactants, conditions, products, and yield Starting materials: CCc1nc2c(cnn2CC)c(NC2CCOCC2)c1CNC(=O)c1cccc(C(=O)OC)n1, [Li+], C1CCOC1, [OH-], O. The product is CCc1nc2c(cnn2CC)c(NC2CCOCC2)c1CNC(=O)c1cccc(C(=O)O)n1. RXN SMILES: [CH2:1]([CH3:2])[n:3]1[n:4][cH:5][c:6]2[c:7]1[n:8][c:9]([CH2:33][CH3:34])[c:10]([CH2:19][NH:20][C:21](=[O:22])[c:23]1[cH:24][cH:25][cH:26][c:27]([C:29](=[O:30])[O:31][CH3:32])[n:28]1)[c:11]2[NH:12][CH:13]1[CH2:14][CH2:15][O:16][CH2:17][CH2:18]1.[Li+:36].[O:38]1[CH2:39][CH2:40][CH2:41][CH2:42]1.[OH-:37].[OH2:35]>>[CH2:1]([CH3:2])[n:3]1[n:4][cH:5][c:6]2[c:7]1[n:8][c:9]([CH2:33][CH3:34])[c:10]([CH2:19][NH:20][C:21](=[O:22])[c:23]1[cH:24][cH:25][cH:26][c:27]([C:29](=[O:30])[OH:31])[n:28]1)[c:11]2[NH:12][CH:13]1[CH2:14][CH2:15][O:16][CH2:17][CH2:18]1.